describe an organic reaction: reactants, conditions, products, and yield From a dataset of the Open Reaction Database (ORD), a public repository of structured organic reaction records. Reactants: NC1=CC=C2C(=N1)C(=CN2)C2CCN(CC2)C (5-amino-3-(1-methylpiperidin-4-yl)pyrrolo[3,2-b]pyridine), FC1=C(C(=O)Cl)C=CC(=C1)C(F)(F)F (2-fluoro-4-trifluoromethylbenzoyl chloride). Product: FC1=C(C(=O)NC2=CC=C3C(=N2)C(=CN3)C3CCN(CC3)C)C=CC(=C1)C(F)(F)F (5-(N-[2-fluoro-4-trifluoromethylbenzoyl]amino)-3-(1-methylpiperidin-4-yl)pyrrolo[3,2-b]pyridine). As a reaction SMILES: [NH2:1][C:2]1[N:7]=[C:6]2[C:8]([CH:11]3[CH2:16][CH2:15][N:14]([CH3:17])[CH2:13][CH2:12]3)=[CH:9][NH:10][C:5]2=[CH:4][CH:3]=1.[F:18][C:19]1[CH:27]=[C:26]([C:28]([F:31])([F:30])[F:29])[CH:25]=[CH:24][C:20]=1[C:21](Cl)=[O:22]>>[F:18][C:19]1[CH:27]=[C:26]([C:28]([F:29])([F:30])[F:31])[CH:25]=[CH:24][C:20]=1[C:21]([NH:1][C:2]1[N:7]=[C:6]2[C:8]([CH:11]3[CH2:16][CH2:15][N:14]([CH3:17])[CH2:13][CH2:12]3)=[CH:9][NH:10][C:5]2=[CH:4][CH:3]=1)=[O:22]. Procedure: Beginning with 0.010 gm (0.044 mMol) 5-amino-3-(1-methylpiperidin-4-yl)pyrrolo[3,2-b]pyridine and 0.012 mL (0.053 mMol) 2-fluoro-4-trifluoromethylbenzoyl chloride, the title compound was prepared essentially by the procedure described in Example 7. Starting materials: CC(C)(CC(=O)c1ccc(Br)cc1)C(=O)O, COC(C)(C)OC, CO, Cl, C1COCCO1. Yields the product COC(=O)C(C)(C)CC(=O)c1ccc(Br)cc1. Reaction SMILES: [Br:1][c:2]1[cH:3][cH:4][c:5]([C:8]([CH2:9][C:10]([C:11](=[O:12])[OH:13])([CH3:14])[CH3:15])=[O:16])[cH:6][cH:7]1.[CH3:17][O:18][C:19]([O:20][CH3:21])([CH3:22])[CH3:23].[CH3:25][OH:26].[ClH:24].[O:27]1[CH2:28][CH2:29][O:30][CH2:31][CH2:32]1>>[Br:1][c:2]1[cH:3][cH:4][c:5]([C:8]([CH2:9][C:10]([C:11](=[O:12])[O:13][CH3:17])([CH3:14])[CH3:15])=[O:16])[cH:6][cH:7]1.